Dataset: the Open Reaction Database (ORD), a public repository of structured organic reaction records. Task: describe an organic reaction: reactants, conditions, products, and yield The reactants are COC(=O)c2ccc1cc(OC(=O)N(C)C)ccc1c2 (substrate), CCO[Si](OCC)(OCC)c1cccc(C)c1 (effective_coupling_partner). The reagents and catalysts are dcype. Run at temperature 120 celsius, time 12 hour. Product: COC(=O)c3ccc2cc(c1cccc(C)c1)ccc2c3. As a reaction SMILES: [CH3:32][N:33]([CH3:34])[CH:35]=[O:36].[Cl:1][c:2]1[cH:3][cH:4][c:5]([C:8](=[O:9])[N:10]2[CH2:11][c:12]3[n:13]([cH:21][cH:22][cH:23]3)[CH2:14][c:15]3[c:16]2[cH:17][cH:18][cH:19][cH:20]3)[cH:6][n:7]1.[NH2:24][c:25]1[c:26]([CH3:31])[cH:27][cH:28][cH:29][cH:30]1>>[c:2]1([NH:24][c:25]2[c:26]([CH3:31])[cH:27][cH:28][cH:29][cH:30]2)[cH:3][cH:4][c:5]([C:8](=[O:9])[N:10]2[CH2:11][c:12]3[n:13]([cH:21][cH:22][cH:23]3)[CH2:14][c:15]3[c:16]2[cH:17][cH:18][cH:19][cH:20]3)[cH:6][n:7]1. Product: Cc1ccccc1Nc1ccc(C(=O)N2Cc3cccn3Cc3ccccc32)cn1. Starting materials: CN(C)C=O, O=C(c1ccc(Cl)nc1)N1Cc2cccn2Cc2ccccc21, Cc1ccccc1N. Starting materials: CO, CCCCCCCC(=O)N(C)Cc1cc(-c2ccc(C=CC(=O)OCC)cc2)cs1, CCCCC, CC(=O)O, [Na+], C1CCOC1, [OH-], O. Yields the product CCCCCCCC(=O)N(C)Cc1cc(-c2ccc(C=CC(=O)O)cc2)cs1. Reaction SMILES: [CH3:33][OH:34].[CH3:3][N:4]([C:5]([CH2:6][CH2:7][CH2:8][CH2:9][CH2:10][CH2:11][CH3:12])=[O:13])[CH2:14][c:15]1[cH:16][c:17](-[c:20]2[cH:21][cH:22][c:23]([CH:26]=[CH:27][C:28](=[O:29])[O:30][CH2:31][CH3:32])[cH:24][cH:25]2)[cH:18][s:19]1.[CH3:41][CH2:42][CH2:43][CH2:44][CH3:45].[CH3:46][C:47](=[O:48])[OH:49].[Na+:2].[O:35]1[CH2:36][CH2:37][CH2:38][CH2:39]1.[OH-:1].[OH2:40]>>[CH3:3][N:4]([C:5]([CH2:6][CH2:7][CH2:8][CH2:9][CH2:10][CH2:11][CH3:12])=[O:13])[CH2:14][c:15]1[cH:16][c:17](-[c:20]2[cH:21][cH:22][c:23]([CH:26]=[CH:27][C:28](=[O:29])[OH:30])[cH:24][cH:25]2)[cH:18][s:19]1. The product is O=C(NCCBr)c1ccc([N+](=O)[O-])cc1. Reaction SMILES: [BrH:13].[CH:24]([Cl:25])([Cl:26])[Cl:27].[N+:1](=[O:2])([O-:3])[c:4]1[cH:5][cH:6][c:7]([C:8](=[O:9])[Cl:10])[cH:11][cH:12]1.[NH2:14][CH2:15][CH2:16][Br:17].[cH:18]1[cH:19][cH:20][n:21][cH:22][cH:23]1>>[N+:1](=[O:2])([O-:3])[c:4]1[cH:5][cH:6][c:7]([C:8](=[O:9])[NH:14][CH2:15][CH2:16][Br:17])[cH:11][cH:12]1. The reactants are Br, ClC(Cl)Cl, O=C(Cl)c1ccc([N+](=O)[O-])cc1, NCCBr, c1ccncc1. The reactants are C(C=C)ON1[C@@H]2C=C[C@H](N(C1=O)C2)CO[Si](C)(C)C(C)(C)C ((2S,5R)-6-(allyloxy)-2-((tert-butyldimethylsilyloxy)methyl)-1,6-diazabicyclo[3.2.1]oct-3-en-7-one), C(C=C)ON1[C@@H]2C=C[C@H](N(C1=O)C2)CO[Si](C)(C)C(C)(C)C ((2S,5R)-6-(allyloxy)-2-((tert-butyldimethylsilyloxy)methyl)-1,6-diazabicyclo[3.2.1]oct-3-en-7-one), [F-].C(CCC)[N+](CCCC)(CCCC)CCCC (tetrabutylammonium fluoride). Run in C1CCOC1 (THF). Run at temperature 0 celsius, time 1 hour. Product: C(C=C)ON1[C@@H]2C=C[C@H](N(C1=O)C2)CO ((2S,5R)-6-(allyloxy)-2-(hydroxymethyl)-1,6-diazabicyclo[3.2.1]oct-3-en-7-one). Yield: 97.0%. As a reaction SMILES: [CH2:1]([O:4][N:5]1[C:11](=[O:12])[N:10]2[CH2:13][C@H:6]1[CH:7]=[CH:8][C@H:9]2[CH2:14][O:15][Si](C(C)(C)C)(C)C)[CH:2]=[CH2:3].[F-].C([N+](CCCC)(CCCC)CCCC)CCC>C1COCC1>[CH2:1]([O:4][N:5]1[C:11](=[O:12])[N:10]2[CH2:13][C@H:6]1[CH:7]=[CH:8][C@H:9]2[CH2:14][OH:15])[CH:2]=[CH2:3] |f:1.2|. Procedure details: To a stirred solution of (2S,5R)-6-(allyloxy)-2-((tert-butyldimethylsilyloxy)methyl)-1,6-diazabicyclo[3.2.1]oct-3-en-7-one (Intermediate 129, 1.64 g, 5.05 mmol) in THF (40 mL), tetrabutylammonium fluoride (6.06 ml, 6.06 mmol) was added at 0° C. The reaction mixture was stirred at 0° C. for 1 hr. The mixture was concentrated and purified by silica gel column (40 g, 50-100% Hex/EA) to give the desired product (1.03 g) as an yellow oil.